Dataset: the Open Reaction Database (ORD), a public repository of structured organic reaction records. Task: describe an organic reaction: reactants, conditions, products, and yield Reactants: C(=O)([O-])[O-].[Na+].[Na+] (Na2CO3), CN(C)C=O (DMF), N1(CCC1)C[C@H]1C[C@H](C1)N1C=C(C2=C1N=CN=C2N)I (cis-7-(3-azetidin-1-ylmethylcyclobutyl)-5-iodo-7H-pyrrolo[2,3-d]pyrimidin-4-ylamine), C1(=CC=CC=C1)C1=NC2=CC(=CC=C2C=C1)B1CC(C(O1)(C)C)(C)C (2-phenyl-7-(4,4,5,5-tetramethyl-[2,3,2]dioxaborolan-2-yl)-quinoline), C(=O)([O-])[O-].[Na+].[Na+] (Na2CO3). The product is N1(CCC1)C[C@H]1C[C@H](C1)N1C=C(C2=C1N=CN=C2N)C2=CC=C1C=CC(=NC1=C2)C2=CC=CC=C2 (cis-7-(3-Azetidin-1-ylmethylcyclobutyl)-5-(2-phenylquinolin-7-yl)-7H-pyrrolo[2,3-d]pyrimidin-4-ylamine). RXN SMILES: CN(C=O)C.[N:6]1([CH2:10][C@@H:11]2[CH2:14][C@H:13]([N:15]3[C:19]4[N:20]=[CH:21][N:22]=[C:23]([NH2:24])[C:18]=4[C:17](I)=[CH:16]3)[CH2:12]2)[CH2:9][CH2:8][CH2:7]1.[C:26]1([C:32]2[CH:41]=[CH:40][C:39]3[C:34](=[CH:35][C:36](B4OC(C)(C)C(C)(C)C4)=[CH:37][CH:38]=3)[N:33]=2)[CH:31]=[CH:30][CH:29]=[CH:28][CH:27]=1.C([O-])([O-])=O.[Na+].[Na+]>C1C=CC([P]([Pd]([P](C2C=CC=CC=2)(C2C=CC=CC=2)C2C=CC=CC=2)([P](C2C=CC=CC=2)(C2C=CC=CC=2)C2C=CC=CC=2)[P](C2C=CC=CC=2)(C2C=CC=CC=2)C2C=CC=CC=2)(C2C=CC=CC=2)C2C=CC=CC=2)=CC=1.O>[N:6]1([CH2:10][C@@H:11]2[CH2:14][C@H:13]([N:15]3[C:19]4[N:20]=[CH:21][N:22]=[C:23]([NH2:24])[C:18]=4[C:17]([C:36]4[CH:35]=[C:34]5[C:39]([CH:40]=[CH:41][C:32]([C:26]6[CH:31]=[CH:30][CH:29]=[CH:28][CH:27]=6)=[N:33]5)=[CH:38][CH:37]=4)=[CH:16]3)[CH2:12]2)[CH2:9][CH2:8][CH2:7]1 |f:3.4.5,^1:60,62,81,100|. Conditions: temperature 80 celsius. Run in O (water). The reagents and catalysts are C=1C=CC(=CC1)[P](C=2C=CC=CC2)(C=3C=CC=CC3)[Pd]([P](C=4C=CC=CC4)(C=5C=CC=CC5)C=6C=CC=CC6)([P](C=7C=CC=CC7)(C=8C=CC=CC8)C=9C=CC=CC9)[P](C=1C=CC=CC1)(C=1C=CC=CC1)C=1C=CC=CC1 (Pd(PPh3)4). Reported procedure: To the DMF solution from the preparation of cis-7-(3-azetidin-1-ylmethylcyclobutyl)-5-iodo-7H-pyrrolo[2,3-d]pyrimidin-4-ylamine were added 2-phenyl-7-(4,4,5,5-tetramethyl-[2,3,2]dioxaborolan-2-yl)-quinoline (40 mg, 0.12 mmol), Na2CO3 (27 mg, 0.25 mmol), Pd(PPh3)4 (7 mg, 0.006 mmol), and water (0.6 mL). The solution was purged with nitrogen for 10 min and heated to 80° C. for 16 h. To the cooled reaction solution was added sat. Na2CO3 solution (10 mL), the mixture was extracted with EtOAc (3×20 m... The reactants are (2R)-2-acetamido-3-methoxypropanic acid methyl and ethyl ester, C(C)OP(C1=CC=CC=C1)(C1=CC=CC=C1)(C1=CC=CC=C1)OCC (diethoxytriphenylphosphorane), (R)-aziridine-2-carboxylic acid methyl and ethyl ester, C(C)(=O)OC(C)=O (acetic anhydride), CN(C)C1=NC=CC=C1 (dimethylaminopyridine), borontrifluoride etherate BF3.Et2O, [OH-].[Li+] (lithium hydroxide), (R)-1-acetylaziridine-2-carboxylic acid methyl and ethyl ester, CC(=O)N[C@H](COC)C(=O)NCC=1C=CC=CC1 (Lacosamide), COC([C@H](N)CO)=O (D-serine methyl ester). The solvent is C(C)N(CC)CC (triethylamine), CO (methanol). The product is C(C)(=O)N[C@@H](C(=O)O)COC ((2R)-2-acetamido-3-methoxypropanoic acid), Formula- XVII. As a reaction SMILES: [CH3:1][C:2]([NH:4][C@@H:5]([C:9](NCC1C=CC=CC=1)=[O:10])[CH2:6][O:7][CH3:8])=[O:3].C[O:20]C(=O)[C@@H](CO)N.C(OP(OCC)(C1C=CC=CC=1)(C1C=CC=CC=1)C1C=CC=CC=1)C.C(OC(=O)C)(=O)C.CN(C1C=CC=CN=1)C.[OH-].[Li+]>CO.C(N(CC)CC)C>[C:2]([NH:4][C@H:5]([CH2:6][O:7][CH3:8])[C:9]([OH:10])=[O:20])(=[O:3])[CH3:1] |f:5.6|. Procedure details: Another method for the preparation of Lacosamide of Formula-I was described in the Journal Bioorganic & Medicinal Chemistry, 16(19), 8968-8975 (2008), wherein D-serine methyl ester is treated with diethoxytriphenylphosphorane to give 9:1 mixture of (R)-aziridine-2-carboxylic acid methyl and ethyl ester of Formula-XIV. The mixture of compound of Formula-XIV on acetylation with acetic anhydride in the presence of triethylamine and dimethylaminopyridine gives a mixture of (R)-1-acetylaziridine-2-ca... The reactants are ClC1=CC=C2C(=C1)NC([C@]21[C@@H](NC(C[C@@H]1C1=C(C=CC(=C1)Cl)OC(CO)(C)C)=O)C1=C(C=CC(=C1)F)C)=O ((2′S,3S,4′R)-6-chloro-4′-[5-chloro-2-(2-hydroxy-1,1-dimethyl-ethoxy)-phenyl]-2′-[5-fluoro-2-methylphenyl]spiro[3H-indole-3,3′-piperidine]-2,6′(1H)-dione), C1=CN(C=N1)C(=O)N2C=CN=C2 (CDI), CS(=O)(=O)N (methanesulfonamide), [H-].[Na+] (NaH). The solvent is CN(C)C=O (DMF), CN(C)C=O (DMF). Reaction conditions: time 10 minute. Yields the product ClC1=CC=C2C(=C1)NC([C@]21[C@@H](NC(C[C@@H]1C1=C(C=CC(=C1)Cl)OC(C(=O)NS(=O)(=O)C)(C)C)=O)C1=C(C=CC(=C1)F)C)=O ((2′S,3S,4′R)-6-chloro-4′-[5-chloro-2-(2-methanesulfonylamino-1,1-dimethyl-2-oxo-ethoxy)-phenyl]-2′-(5-fluoro-2-methyl-phenyl)spiro[3H-indole-3,3′-piperidine]-2,6′(1H)-dione). Yield: 30.8%. As a reaction SMILES: [Cl:1][C:2]1[CH:7]=[C:6]2[NH:8][C:9](=[O:38])[C@@:10]3([C@@H:15]([C:16]4[CH:21]=[C:20]([Cl:22])[CH:19]=[CH:18][C:17]=4[O:23][C:24]([CH3:28])([CH3:27])[CH2:25][OH:26])[CH2:14][C:13](=[O:29])[NH:12][C@H:11]3[C:30]3[CH:35]=[C:34]([F:36])[CH:33]=[CH:32][C:31]=3[CH3:37])[C:5]2=[CH:4][CH:3]=1.C1N=CN(C(N2C=NC=C2)=O)C=1.[CH3:51][S:52]([NH2:55])(=[O:54])=[O:53].[H-].[Na+]>CN(C=O)C>[Cl:1][C:2]1[CH:7]=[C:6]2[NH:8][C:9](=[O:38])[C@@:10]3([C@@H:15]([C:16]4[CH:21]=[C:20]([Cl:22])[CH:19]=[CH:18][C:17]=4[O:23][C:24]([CH3:28])([CH3:27])[C:25]([NH:55][S:52]([CH3:51])(=[O:54])=[O:53])=[O:26])[CH2:14][C:13](=[O:29])[NH:12][C@H:11]3[C:30]3[CH:35]=[C:34]([F:36])[CH:33]=[CH:32][C:31]=3[CH3:37])[C:5]2=[CH:4][CH:3]=1 |f:3.4|. Procedure details: A solution of chiral (2′S,3S,4′R)-6-chloro-4′-[5-chloro-2-(2-hydroxy-1,1-dimethyl-ethoxy)-phenyl]-2′-[5-fluoro-2-methylphenyl]spiro[3H-indole-3,3′-piperidine]-2,6′(1H)-dione (20 mg, 0.035 mmol) and CDI (11 mg, 0.068 mmol) in DMF (0.2 mL) was heated at 60° C. for 30 min, and then cooled to root temperature. To this solution was added a mixture of methanesulfonamide (19 mg, 0.2 mmol) and NaH (8 mg, 60%, 0.2 mmol) in DMF (0.2 mL). The resulting mixture was stirred at room temperature for 10 min, pu... RXN SMILES: C([O:3][C:4]([C:6]([C:12]1[S:13][CH:14]=[CH:15][CH:16]=1)=[N:7][N:8]=[C:9](Cl)[CH3:10])=O)C.O.[NH2:18][NH2:19]>C(O)(C)C>[NH2:18][N:19]1[C:4](=[O:3])[C:6]([C:12]2[S:13][CH:14]=[CH:15][CH:16]=2)=[N:7][N:8]=[C:9]1[CH3:10] |f:1.2|. The product is 125g, NN1C(=NN=C(C1=O)C=1SC=CC1)C (4-amino-3-methyl-6-thien-2-yl-1,2,4-triazin-5-one). Reactants: C(C)OC(=O)C(=NN=C(C)Cl)C=1SC=CC1 (1-ethoxycarbonyl-4-chloro-4-methyl-1-thien-2-yl-2,3-diazabutadiene), O.NN (hydrazine hydrate). Procedure details: 234 g (0.92 mol) of crude 1-ethoxycarbonyl-4-chloro-4-methyl-1-thien-2-yl-2,3-diazabutadiene were dissolved in 600 ml of isopropanol and 125 g (2.5 mol) of hydrazine hydrate were added at 60° C., whilst stirring. Stirring was continued for 8 hours at 60° C. The reaction solution was concentrated to one-third and water was added. The solid which had precipitated was then filtered off, thoroughly rinsed with water and dried. 125g (65.3% of theory) of 4-amino-3-methyl-6-thien-2-yl-1,2,4-triazin-5-o... Yield: 65.3%. The solvent is C(C)(C)O (isopropanol). Reaction conditions: time 8 hour. Starting materials: FC1=CC=2C3=CC=CC=C3C(N(C2C=C1)S(=O)(=O)C1=CC(=CC=C1)OC)C (2-fluoro-5-[(3-methoxyphenyl)sulfonyl]-6-methyl-5,6-dihydrophenanthridine), C1=CCCCC1 (cyclohexene), solution, B(Br)(Br)Br (boron tribromide). Solvent: ClCCl (dichloromethane). The product is FC1=CC=2C3=CC=CC=C3C(N(C2C=C1)S(=O)(=O)C=1C=C(C=CC1)O)C (3-[(2-Fluoro-6-methylphenanthridin-5(6H)-yl)sulfonyl]phenol). Isolated yield 89.5%. RXN SMILES: [F:1][C:2]1[CH:15]=[CH:14][C:13]2[N:12]([S:16]([C:19]3[CH:24]=[CH:23][CH:22]=[C:21]([O:25]C)[CH:20]=3)(=[O:18])=[O:17])[CH:11]([CH3:27])[C:10]3[C:5](=[CH:6][CH:7]=[CH:8][CH:9]=3)[C:4]=2[CH:3]=1.C1CCCCC=1.B(Br)(Br)Br>ClCCl>[F:1][C:2]1[CH:15]=[CH:14][C:13]2[N:12]([S:16]([C:19]3[CH:20]=[C:21]([OH:25])[CH:22]=[CH:23][CH:24]=3)(=[O:18])=[O:17])[CH:11]([CH3:27])[C:10]3[C:5](=[CH:6][CH:7]=[CH:8][CH:9]=3)[C:4]=2[CH:3]=1. Procedure: The title compound was prepared from 2-fluoro-5-[(3-methoxyphenyl)sulfonyl]-6-methyl-5,6-dihydrophenanthridine (100 mg, 0.26 mmol), cyclohexene (528 μL, 5.2 mmol), and 1.0 M solution of boron tribromide in dichloromethane (1.6 mL) according to the procedure and in the same manner as described in Example 105, step e. The volatile components were removed in vacuo, and the crude residue was purified by preparative liquid chromatography on a Biotage® 40 Mi column of prepacked silica gel (90 g), elut... Reactants: BrCc1ccc(Br)cc1, O=C([O-])[O-], C1COCCN1, CC#N, [K+], [K+]. The product is Brc1ccc(CN2CCOCC2)cc1. As a reaction SMILES: [Br:1][c:2]1[cH:3][cH:4][c:5]([CH2:6][Br:7])[cH:8][cH:9]1.[C:16](=[O:17])([O-:18])[O-:19].[CH2:10]1[CH2:11][O:12][CH2:13][CH2:14][NH:15]1.[CH3:22][C:23]#[N:24].[K+:20].[K+:21]>>[Br:1][c:2]1[cH:3][cH:4][c:5]([CH2:6][N:15]2[CH2:10][CH2:11][O:12][CH2:13][CH2:14]2)[cH:8][cH:9]1. Starting materials: O=C(C=C)N1C2=C(NC(C3=C1C=CC=C3)=O)C=CC=C2 (5,10-dihydro-5-(1-oxopropen-1-yl)-11H-dibenzo[b,e][1,4]diazepin-11-one), C(C)N(CC)CC1NCCCC1 (2-[(diethylamino)methyl]piperdine). The product is C(C)N(CC)CC1N(CCCC1)CCC(=O)N1C2=C(NC(C3=C1C=CC=C3)=O)C=CC=C2 (5-[3-[2-[(Diethylamino)methyl]-1-piperidinyl]-1-oxopropyl]-5,10-Dihydro-11H-dibenzo[b,e][1,4]diazepin-11-one), crystals. RXN SMILES: [O:1]=[C:2]([N:5]1[C:11]2[CH:12]=[CH:13][CH:14]=[CH:15][C:10]=2[C:9](=[O:16])[NH:8][C:7]2[CH:17]=[CH:18][CH:19]=[CH:20][C:6]1=2)[CH:3]=[CH2:4].[CH2:21]([N:23]([CH2:26][CH:27]1[CH2:32][CH2:31][CH2:30][CH2:29][NH:28]1)[CH2:24][CH3:25])[CH3:22]>>[CH2:21]([N:23]([CH2:26][CH:27]1[CH2:32][CH2:31][CH2:30][CH2:29][N:28]1[CH2:4][CH2:3][C:2]([N:5]1[C:11]2[CH:12]=[CH:13][CH:14]=[CH:15][C:10]=2[C:9](=[O:16])[NH:8][C:7]2[CH:17]=[CH:18][CH:19]=[CH:20][C:6]1=2)=[O:1])[CH2:24][CH3:25])[CH3:22]. Procedure: The title compound is prepared analogously to Example 1h from 5,10-dihydro-5-(1-oxopropen-1-yl)-11H-dibenzo[b,e][1,4]diazepin-11-one and 2-[(diethylamino)methyl]piperdine to give colorless crystals mp. 125°-127° C. (acetonitrile). The reactants are CCN(C(C)C)C(C)C (DIPEA), C1(=CC=CC=C1)C1=CC(=NN1)C(=O)NCC(=O)O ([(5-phenyl-1H-pyrazole-3-carbonyl)-amino]-acetic acid), CCN=C=NCCCN(C)C.Cl (EDCI.HCl), Cl.NCC(=O)N1CCC(CC1)OC1=C(C#N)C=CC=C1 (2-[1-(2-amino-acetyl)-piperidin-4-yloxy]-benzonitrile hydrochloride), C=1C=CC2=C(C1)N=NN2O (HOBt), Intermediate 15. The solvent is CN(C)C=O (DMF), O (water). Reaction conditions: time 2 minute. Yields the product C(#N)C1=C(OC2CCN(CC2)C(CNC(=O)C2=NNC(=C2)C2=CC=CC=C2)=O)C=CC=C1 (5-phenyl-1H-pyrazole-3-carboxylic acid {2-[4-(2-cyano-phenoxy)-piperidin-1-yl]-2-oxo-ethyl}-amide). Isolated yield 6.0%. Reaction SMILES: CCN(C(C)C)C(C)C.[C:10]1([C:16]2[NH:20][N:19]=[C:18]([C:21]([NH:23][CH2:24][C:25]([OH:27])=O)=[O:22])[CH:17]=2)[CH:15]=[CH:14][CH:13]=[CH:12][CH:11]=1.C1C=CC2N(O)N=NC=2C=1.CCN=C=NCCCN(C)C.Cl.Cl.NCC([N:55]1[CH2:60][CH2:59][CH:58]([O:61][C:62]2[CH:69]=[CH:68][CH:67]=[CH:66][C:63]=2[C:64]#[N:65])[CH2:57][CH2:56]1)=O>CN(C=O)C.O>[C:64]([C:63]1[CH:66]=[CH:67][CH:68]=[CH:69][C:62]=1[O:61][CH:58]1[CH2:59][CH2:60][N:55]([C:25](=[O:27])[CH2:24][NH:23][C:21]([C:18]2[CH:17]=[C:16]([C:10]3[CH:11]=[CH:12][CH:13]=[CH:14][CH:15]=3)[NH:20][N:19]=2)=[O:22])[CH2:56][CH2:57]1)#[N:65] |f:3.4,5.6|. Reported procedure: DIPEA (1.3 g, 0.01 mmol) was added to a stirred solution of [(5-phenyl-1H-pyrazole-3-carbonyl)-amino]-acetic acid (720 mg, 2.9 mmol) in DMF (4 mL) followed by HOBt (459 mg, 3.4 mmol) and EDCI.HCl (664 mg, 3.4 mmol). After 2 minutes of stirring, 2-[1-(2-amino-acetyl)-piperidin-4-yloxy]-benzonitrile hydrochloride (prepared by method used for the synthesis of Intermediate 15) (600 mg, 2.9 mmol) was added and stirring was continued at ambient temperature overnight. The reaction mixture was diluted w...